From a dataset of the Open Reaction Database (ORD), a public repository of structured organic reaction records. describe an organic reaction: reactants, conditions, products, and yield Reactants: N(N)C1=NC=CC(=C1)C#N (2-hydrazinylpyridine-4-carbonitrile), ClC1=CC=C(C=C1)C1(CC1)C(CC(=O)OC)=O (methyl 3-[1-(4-chlorophenyl)cyclopropyl]-3-oxopropanoate). Product: ClC1=CC=C(C=C1)C1(CC1)C1=NN(C(=C1)O)C1=NC=CC(=C1)C#N (2-[3-[1-(4-chlorophenyl)cyclopropyl]-5-hydroxypyrazol-1-yl]pyridine-4-carbonitrile). Reaction SMILES: [NH:1]([C:3]1[CH:8]=[C:7]([C:9]#[N:10])[CH:6]=[CH:5][N:4]=1)[NH2:2].[Cl:11][C:12]1[CH:17]=[CH:16][C:15]([C:18]2([C:21](=O)[CH2:22][C:23](OC)=[O:24])[CH2:20][CH2:19]2)=[CH:14][CH:13]=1>>[Cl:11][C:12]1[CH:13]=[CH:14][C:15]([C:18]2([C:21]3[CH:22]=[C:23]([OH:24])[N:1]([C:3]4[CH:8]=[C:7]([C:9]#[N:10])[CH:6]=[CH:5][N:4]=4)[N:2]=3)[CH2:19][CH2:20]2)=[CH:16][CH:17]=1. Procedure: The title compound was prepared from 2-hydrazinylpyridine-4-carbonitrile (PREPARATION 2) and methyl 3-[1-(4-chlorophenyl)cyclopropyl]-3-oxopropanoate according to the procedure for the preparation of Example 158, part A. Starting materials: CCO, [N-]=[N+]=NC1CCc2ccccc2NC1=O, O. Yields the product NC1CCc2ccccc2NC1=O. As a reaction SMILES: [CH3:16][CH2:17][OH:18].[N:1](=[N+:2]=[N-:3])[CH:4]1[C:5](=[O:15])[NH:6][c:7]2[c:8]([cH:11][cH:12][cH:13][cH:14]2)[CH2:9][CH2:10]1.[OH2:19]>>[NH2:1][CH:4]1[C:5](=[O:15])[NH:6][c:7]2[c:8]([cH:11][cH:12][cH:13][cH:14]2)[CH2:9][CH2:10]1. Yields the product CSC1=C(C#N)C=CC(=C1)C1=CC=C(C=C1)C(F)(F)F (2-methylthio-4-(4-trifluoromethylphenyl)benzonitrile). Starting materials: FC1=C(C#N)C=CC(=C1)C1=CC=C(C=C1)C(F)(F)F (2-fluoro-4-(4-trifluoromethylphenyl)benzonitrile), CS.[Na] (sodium methyl mercaptan), ice. Isolated yield 75.4%. Solvent: CN(C=O)C (N,N-dimethylformamide). Reported procedure: To 3.0 g (11.3 mmol) of 2-fluoro-4-(4-trifluoromethylphenyl)benzonitrile in 50 ml of N,N-dimethylformamide, 7.0 g (15.0 mmol) of 15% aqueous sodium methyl mercaptan was added dropwise at room temperature. After 6 hours of stirring at 60° C., the reaction mixture was poured into 200 ml of ice-cold water and extracted with 100 ml of ethyl acetate twice. The ethyl acetate layer was washed with 100 ml of water twice and dried over anhydrous magnesium sulfate, and the ethyl acetate was distilled off ... Reaction conditions: temperature 60 celsius, time 6 hour. As a reaction SMILES: F[C:2]1[CH:9]=[C:8]([C:10]2[CH:15]=[CH:14][C:13]([C:16]([F:19])([F:18])[F:17])=[CH:12][CH:11]=2)[CH:7]=[CH:6][C:3]=1[C:4]#[N:5].[CH3:20][SH:21].[Na]>CN(C)C=O>[CH3:20][S:21][C:2]1[CH:9]=[C:8]([C:10]2[CH:15]=[CH:14][C:13]([C:16]([F:19])([F:18])[F:17])=[CH:12][CH:11]=2)[CH:7]=[CH:6][C:3]=1[C:4]#[N:5] |f:1.2,^1:21|. Reactants: C1(CCCCC1)CN=CC1=CC=CC=C1 (N-(cyclohexylmethyl)phenylmethanimine), C([O-])([O-])=O.[K+].[K+] (potassium carbonate), ClC(=O)OCC (Ethyl chloroformate), P(OC)(OC)OC (Trimethyl phosphite). The solvent is C(Cl)(Cl)Cl (chloroform), C(Cl)(Cl)Cl (chloroform). Conditions: temperature -5 celsius. Product: C1(CCCCC1)CN(C(OCC)=O)C(P(=O)(OC)OC)C1=CC=CC=C1 (ethyl N-cyclohexylmethyl-N-[phenyl(dimethoxyphosphinyl)methyl]carbamate). As a reaction SMILES: [CH:1]1([CH2:7][N:8]=[CH:9][C:10]2[CH:15]=[CH:14][CH:13]=[CH:12][CH:11]=2)[CH2:6][CH2:5][CH2:4][CH2:3][CH2:2]1.Cl[C:17]([O:19][CH2:20][CH3:21])=[O:18].[P:22]([O:27]C)([O:25][CH3:26])[O:23][CH3:24].C(=O)([O-])[O-].[K+].[K+]>C(Cl)(Cl)Cl>[CH:10]1([CH2:9][N:8]([CH:7]([C:1]2[CH:6]=[CH:5][CH:4]=[CH:3][CH:2]=2)[P:22]([O:25][CH3:26])([O:23][CH3:24])=[O:27])[C:17](=[O:18])[O:19][CH2:20][CH3:21])[CH2:11][CH2:12][CH2:13][CH2:14][CH2:15]1 |f:3.4.5|. Reported procedure: The solution of N-(cyclohexylmethyl)phenylmethanimine in chloroform was diluted to 100 mL with fresh chloroform. This solution was stirred and cooled to -5° C. Ethyl chloroformate (11.0 mL, 0.12 mole) was added, and the mixture was stirred for ten minutes. Trimethyl phosphite (13.0 mL, 0.11 mole) was added, and the cold mixture was stirred for an additional ten minutes. The mixture was allowed to warm to room temperature and stir for 30 minutes. This mixture was poured slowly into an aqueous sol... The product is COC(=O)c1cnc(Cl)nc1. The reactants are C[Si](C)(C)C=[N+]=[N-], CO, O=C(O)c1cnc(Cl)nc1, c1ccccc1. RXN SMILES: [CH3:11][Si:12]([CH:13]=[N+:14]=[N-:15])([CH3:16])[CH3:17].[CH3:18][OH:19].[Cl:1][c:2]1[n:3][cH:4][c:5]([C:8](=[O:9])[OH:10])[cH:6][n:7]1.[cH:20]1[cH:21][cH:22][cH:23][cH:24][cH:25]1>>[Cl:1][c:2]1[n:3][cH:4][c:5]([C:8]([O:9][CH3:11])=[O:10])[cH:6][n:7]1. Reactants: ClC1=NC=NC=2CCCCC12 (4-chloro-5,6,7,8-tetrahydroquinazoline), [Cl-].[NH4+] (ammonium chloride), O(C1=CC=CC=C1)C1=CC=C(C=C1)CCO (2-[4-(phenoxy)phenyl]ethanol), [H-].[Na+] (sodium hydride), [H][H] (hydrogen). Solvent: O1CCCC1 (tetrahydrofuran). Product: O(C1=CC=CC=C1)C1=CC=C(C=C1)CCOC1=NC=NC=2CCCCC12 (4-[2-(4-(phenoxy)phenyl)ethoxy]-5,6,7,8-tetrahydroquinazoline). The yield is 51.9%. As a reaction SMILES: [O:1]([C:8]1[CH:13]=[CH:12][C:11]([CH2:14][CH2:15][OH:16])=[CH:10][CH:9]=1)[C:2]1[CH:7]=[CH:6][CH:5]=[CH:4][CH:3]=1.[H-].[Na+].[H][H].Cl[C:22]1[C:31]2[CH2:30][CH2:29][CH2:28][CH2:27][C:26]=2[N:25]=[CH:24][N:23]=1.[Cl-].[NH4+]>O1CCCC1>[O:1]([C:8]1[CH:9]=[CH:10][C:11]([CH2:14][CH2:15][O:16][C:22]2[C:31]3[CH2:30][CH2:29][CH2:28][CH2:27][C:26]=3[N:25]=[CH:24][N:23]=2)=[CH:12][CH:13]=1)[C:2]1[CH:7]=[CH:6][CH:5]=[CH:4][CH:3]=1 |f:1.2,5.6|. Reported procedure: 3.8 g (17.8 mmol) of 2-[4-(phenoxy)phenyl]ethanol were added to a suspension of 700 mg (23.3 mmol) of sodium hydride (80% suspension in oil) in 50 ml of dry tetrahydrofuran, and the mixture was stirred at 50° C. until the evolution of hydrogen had ceased. The mixture was cooled to room temperature, and 3.0 g (17.8 mmol) of 4-chloro-5,6,7,8-tetrahydroquinazoline were added. The mixture was then heated for 5 hours at 40° C. The reaction mixture was poured into saturated ammonium chloride solution ...